Dataset: the Open Reaction Database (ORD), a public repository of structured organic reaction records. Task: describe an organic reaction: reactants, conditions, products, and yield Product: CCCCN(C)CC(=O)OC1CC2(C)C(C(C)=O)CCC2C2CCC3CC(O)C(Br)CC3(C)C12. Starting materials: Br, CCCCN(C)CC(=O)OC1CC2(C)C(C(C)=O)CCC2C2CCC3CC4OC4CC3(C)C12, ClC(Cl)Cl. RXN SMILES: [BrH:34].[CH2:1]([CH2:2][CH2:3][CH3:4])[N:5]([CH3:6])[CH2:7][C:8](=[O:9])[O:10][CH:11]1[CH:12]2[C:13]3([CH3:33])[CH2:14][CH:15]4[CH:16]([CH2:17][CH:18]3[CH2:19][CH2:20][CH:21]2[CH:22]2[CH2:23][CH2:24][CH:25]([C:26]([CH3:27])=[O:28])[C:29]2([CH3:31])[CH2:30]1)[O:32]4.[CH:35]([Cl:36])([Cl:37])[Cl:38]>>[CH2:1]([CH2:2][CH2:3][CH3:4])[N:5]([CH3:6])[CH2:7][C:8](=[O:9])[O:10][CH:11]1[CH:12]2[C:13]3([CH3:33])[CH2:14][CH:15]([Br:34])[CH:16]([OH:32])[CH2:17][CH:18]3[CH2:19][CH2:20][CH:21]2[CH:22]2[CH2:23][CH2:24][CH:25]([C:26]([CH3:27])=[O:28])[C:29]2([CH3:31])[CH2:30]1. Reactants: C1CC(=O)N(C1=O)Br (NBS), [O-]S(=O)(=S)[O-].[Na+].[Na+] (Na2S2O3), O1CCN(CC1)C=1C=2N(N=CC1)C=C(N2)CO ((8-Morpholinoimidazo[1,2-b]pyridazin-2-yl)methanol), ice water. Solvent: C(C)#N (acetonitrile), C(C)#N (acetonitrile). Conditions: temperature -10 celsius, time 10 minute. Product: BrC1=C(N=C2N1N=CC=C2N2CCOCC2)CO ((3-Bromo-8-morpholinoimidazo[1,2-b]pyridazin-2-yl)methanol). As a reaction SMILES: [O:1]1[CH2:6][CH2:5][N:4]([C:7]2[C:8]3[N:9]([CH:13]=[C:14]([CH2:16][OH:17])[N:15]=3)[N:10]=[CH:11][CH:12]=2)[CH2:3][CH2:2]1.C1C(=O)N([Br:25])C(=O)C1.[O-]S([O-])(=S)=O.[Na+].[Na+]>C(#N)C>[Br:25][C:13]1[N:9]2[N:10]=[CH:11][CH:12]=[C:7]([N:4]3[CH2:3][CH2:2][O:1][CH2:6][CH2:5]3)[C:8]2=[N:15][C:14]=1[CH2:16][OH:17] |f:2.3.4|. Procedure: A suspension of compound 5d (1.0 g, 4.3 mmol) in acetonitrile (100 mL) was stirred at −10° C. (in an ice/salt water bath) for 10 min, followed by addition of NBS (0.68 g, 3.8 mmol) in acetonitrile (20 mL) dropwise via an additional funnel. After the mixture was stirred in the ice-water bath for 2 h, 5% Na2S2O3 solution (10 mL) was added to quench the reaction. The aqueous layer was extracted with DCM (2×100 mL). The combined organic layers were washed with brine, and dried over Na2SO4. The mixtu...